This data is from the Open Reaction Database (ORD), a public repository of structured organic reaction records. The task is: describe an organic reaction: reactants, conditions, products, and yield Starting materials: C1=NC=CC2=C(C=CC=C12)NC(C(CCCCCCCC)Br)=O (N-(isoquinolin-5-yl)-2-bromodecanoic amide), CC(CC)C1=CC=C(C=C1)O (4-(1-methylpropyl)phenol). Product: C1=NC=CC2=C(C=CC=C12)NC(C(CCCCCCC)OC1=CC=C(C=C1)C(CC)C)=O (N-(Isoquinolin-5-yl)-2-(4-(1-methylpropyl)phenoxy)nonanoic amide). RXN SMILES: [CH:1]1[C:10]2[C:5](=[C:6]([NH:11][C:12](=[O:23])[CH:13](Br)[CH2:14][CH2:15][CH2:16][CH2:17][CH2:18][CH2:19][CH2:20]C)[CH:7]=[CH:8][CH:9]=2)[CH:4]=[CH:3][N:2]=1.[CH3:24][CH:25]([C:28]1[CH:33]=[CH:32][C:31]([OH:34])=[CH:30][CH:29]=1)[CH2:26][CH3:27]>>[CH:1]1[C:10]2[C:5](=[C:6]([NH:11][C:12](=[O:23])[CH:13]([O:34][C:31]3[CH:32]=[CH:33][C:28]([CH:25]([CH3:24])[CH2:26][CH3:27])=[CH:29][CH:30]=3)[CH2:14][CH2:15][CH2:16][CH2:17][CH2:18][CH2:19][CH3:20])[CH:7]=[CH:8][CH:9]=2)[CH:4]=[CH:3][N:2]=1. Reported procedure: N-(isoquinolin-5-yl)-2-bromodecanoic amide, prepared according to the procedures described in Example 3 and 25, was coupled with 4-(1-methylpropyl)phenol according to the procedure described in Example 6 to give the title compound. The reactants are NCC(O)c1ccc(O)c(NS(=O)(=O)c2ccccc2)c1, O=C1CCN(c2ccc(CC3SC(=O)NC3=O)cc2)CC1. Product: O=C1NC(=O)C(Cc2ccc(N3CCC(NCC(O)c4ccc(O)c(NS(=O)(=O)c5ccccc5)c4)CC3)cc2)S1. As a reaction SMILES: [NH2:22][CH2:23][CH:24]([OH:25])[c:26]1[cH:27][cH:28][c:29]([OH:42])[c:30]([NH:32][S:33](=[O:34])(=[O:35])[c:36]2[cH:37][cH:38][cH:39][cH:40][cH:41]2)[cH:31]1.[O:1]=[C:2]1[CH2:3][CH2:4][N:5]([c:8]2[cH:9][cH:10][c:11]([CH2:12][CH:13]3[C:14](=[O:19])[NH:15][C:16](=[O:18])[S:17]3)[cH:20][cH:21]2)[CH2:6][CH2:7]1>>[CH:2]1([NH:22][CH2:23][CH:24]([OH:25])[c:26]2[cH:27][cH:28][c:29]([OH:42])[c:30]([NH:32][S:33](=[O:34])(=[O:35])[c:36]3[cH:37][cH:38][cH:39][cH:40][cH:41]3)[cH:31]2)[CH2:3][CH2:4][N:5]([c:8]2[cH:9][cH:10][c:11]([CH2:12][CH:13]3[C:14](=[O:19])[NH:15][C:16](=[O:18])[S:17]3)[cH:20][cH:21]2)[CH2:6][CH2:7]1. Starting materials: BrC=1C=C(C=CC1)[N+](=O)[O-] (3-bromonitrobenzene), CC(C)(C#C)O (2-methyl-3-butyn-2-ol), C1(=CC=CC=C1)P(C1=CC=CC=C1)C1=CC=CC=C1 (triphenylphosphine), cuprous iodide, CC(C)(C#CC1=CC(=CC=C1)N)O (2-methyl-4-(3-aminophenyl)-3-butyn-2-ol), NC#CC1=CC=CC=C1 (aminophenylacetylene), NC=1C=C(C=CC1)C#C (3-aminophenylacetylene), BrC=1C=C(C=CC1)[N+](=O)[O-] (3-bromonitrobenzene), CC(C)(C#C)O (2-methyl-3-butyn-2-ol). Reagents/catalysts: Cl[Pd]([P](C1=CC=CC=C1)(C2=CC=CC=C2)C3=CC=CC=C3)([P](C4=CC=CC=C4)(C5=CC=CC=C5)C6=CC=CC=C6)Cl (bis(triphenylphosphine)palladium dichloride). Solvent: C(C)N(CC)CC (triethylamine). The product is CC(C)(C#CC1=CC(=CC=C1)[N+](=O)[O-])O (2-methyl-4-(3-nitrophenyl)-3-butyn-2-ol). As a reaction SMILES: [CH3:1][C:2]([OH:13])([C:4]#[C:5]C1C=CC=C(N)C=1)[CH3:3].NC#CC1C=CC=CC=1.NC1C=C(C#C)C=CC=1.Br[C:33]1[CH:34]=[C:35]([N+:39]([O-:41])=[O:40])[CH:36]=[CH:37][CH:38]=1.CC(O)(C#C)C.C1(P(C2C=CC=CC=2)C2C=CC=CC=2)C=CC=CC=1>C(N(CC)CC)C.Cl[Pd](Cl)([P](C1C=CC=CC=1)(C1C=CC=CC=1)C1C=CC=CC=1)[P](C1C=CC=CC=1)(C1C=CC=CC=1)C1C=CC=CC=1>[CH3:1][C:2]([OH:13])([C:4]#[C:5][C:33]1[CH:38]=[CH:37][CH:36]=[C:35]([N+:39]([O-:41])=[O:40])[CH:34]=1)[CH3:3] |^1:76,95|. Reported procedure: Sabourin, Prepr. Div. Pet. Chem., Am. Chem. Soc., vol. 24, pp. 233-239 discloses the preparation of 2-methyl-4-(3-aminophenyl)-3-butyn-2-ol (an aminophenylacetylene) and 3-aminophenylacetylene in two and three steps, respectively, from 3-bromonitrobenzene and 2-methyl-3-butyn-2-ol. In the first step, 3-bromonitrobenzene and 2-methyl-3-butyn-2-ol were reacted in the presence of a catalyst system of bis(triphenylphosphine)palladium dichloride, additional triphenylphosphine, and cuprous iodide in t... Reactants: O[C@H](C)[C@H]1C(N[C@@H]1CC(C(=[N+]=[N-])C(=O)OCC1=CC=C(C=C1)[N+](=O)[O-])=O)=O ((3S,4R)-3-[(R)-1-hydroxyethyl]-4-[3-(4-nitrobenzyl)oxycarbonyl-2-oxo-3-diazopropyl]azetidin-2-one). Reagents/catalysts: C(C)(=O)[O-].[Rh+2].C(C)(=O)[O-] (rhodium (II) acetate). The solvent is C1=CC=CC=C1 (benzene). Run at temperature 78 celsius. Product: O[C@H](C)[C@@H]1[C@H]2CC(C(N2C1=O)C(=O)OCC1=CC=C(C=C1)[N+](=O)[O-])=O ((5R,6S) p-nitrobenzyl 6-[(R)-1-hydroxyethyl]-1-azabicyclo[3.2.0]heptan-3,7-dione-2-carboxylate). Reaction SMILES: [OH:1][C@@H:2]([C@@H:4]1[C@@H:7]([CH2:8][C:9](=[O:26])[C:10]([C:13]([O:15][CH2:16][C:17]2[CH:22]=[CH:21][C:20]([N+:23]([O-:25])=[O:24])=[CH:19][CH:18]=2)=[O:14])=[N+]=[N-])[NH:6][C:5]1=[O:27])[CH3:3]>C1C=CC=CC=1.C([O-])(=O)C.[Rh+2].C([O-])(=O)C>[OH:1][C@@H:2]([C@H:4]1[C:5](=[O:27])[N:6]2[C@@H:7]1[CH2:8][C:9](=[O:26])[CH:10]2[C:13]([O:15][CH2:16][C:17]1[CH:18]=[CH:19][C:20]([N+:23]([O-:25])=[O:24])=[CH:21][CH:22]=1)=[O:14])[CH3:3] |f:2.3.4|. Procedure: A suspension of (3S,4R)-3-[(R)-1-hydroxyethyl]-4-[3-(4-nitrobenzyl)oxycarbonyl-2-oxo-3-diazopropyl]azetidin-2-one (56.4 mg, 0.15 mmol) and rhodium (II) acetate (0.1 mg) in dry benzene (3 ml) is deoxygenated by bubbling through nitrogen for 10 minutes. The mixture is then heated to 78° C. for 1 hour. During heating the solid starting material gradually goes into solution. The mixture is then cooled, filtered to remove the catalyst, and the filtrate is concentrated in vacuo to yield (5R,6S) p-nitr... Reactants: C(#N)C=1C=C2CCC(CC2=CC1)N(C(=O)C1=CC=C(C=C1)C1=CC=C(C=C1)F)C (4′-fluoro-biphenyl-4-carboxylic acid (6-cyano-1,2,3,4-tetrahydro-naphthalen-2-yl)-methyl-amide), [NH4+].[OH-] (NH4OH). Reagents/catalysts: [Ni] (Ni). Solvent: CN(C)C=O (DMF). Conditions: time 18 hour. The product is NCC=1C=C2CCC(CC2=CC1)N(C(=O)C1=CC=C(C=C1)C1=CC=C(C=C1)F)C (4′-fluoro-biphenyl-4-carboxylic acid (6-aminomethyl-1,2,3,4-tetrahydro-naphthalen-2-yl)-methyl-amide). Reaction SMILES: [C:1]([C:3]1[CH:4]=[C:5]2[C:10](=[CH:11][CH:12]=1)[CH2:9][CH:8]([N:13]([CH3:29])[C:14]([C:16]1[CH:21]=[CH:20][C:19]([C:22]3[CH:27]=[CH:26][C:25]([F:28])=[CH:24][CH:23]=3)=[CH:18][CH:17]=1)=[O:15])[CH2:7][CH2:6]2)#[N:2].[NH4+].[OH-]>CN(C=O)C.[Ni]>[NH2:2][CH2:1][C:3]1[CH:4]=[C:5]2[C:10](=[CH:11][CH:12]=1)[CH2:9][CH:8]([N:13]([CH3:29])[C:14]([C:16]1[CH:21]=[CH:20][C:19]([C:22]3[CH:23]=[CH:24][C:25]([F:28])=[CH:26][CH:27]=3)=[CH:18][CH:17]=1)=[O:15])[CH2:7][CH2:6]2 |f:1.2|. Procedure details: A suspension of 4′-fluoro-biphenyl-4-carboxylic acid (6-cyano-1,2,3,4-tetrahydro-naphthalen-2-yl)-methyl-amide, 7, (0.200 g, 0.521 mmol), 28% NH4OH (2 mL) and Raney Ni (0.2 g) in DMF (5 mL) is stirred vigorously at room temperature under 1 atm of H2 for 18 hrs. The catalyst is removed by filtration and the filtrate is purified by directly loading to prep-HPLC column eluted with CH3CN—H2O (0.1% TFA) to afford 0.098 g of the desired product. 1H NMR (300 MHz, CD3OD) δ 7.42-7.78 (m, 6H), 7.03-7.16 (... The reactants are [N+](=O)(O)[O-] (nitric acid), C(C)(=O)C1=CC=C(C=C1)O (4-acetylphenol), ice water. Procedure details: 5.00 g (36.7 ml) of 4-acetylphenol was dissolved in 50 ml of sulfuric acid. To the solution, 3.10 ml (40.7 mM) of nitric acid (60%, density=1.38) was gradually added dropwise under stirring at 2°-10° C. on an ice bath, followed by stirring at 2°-10° C. after the addition. After the reaction, the reaction mixture was poured into ice water to precipitate a crystal. The crystal was recovered by filtration and washed with water, followed by recrystallization from methanol to obtain 5.84 g of 2-nitro... The product is [N+](=O)([O-])C1=C(C=CC(=C1)C(C)=O)O (2-nitro-4-acetylphenol). Run in S(O)(O)(=O)=O (sulfuric acid). Yield: 79.8%. As a reaction SMILES: [C:1]([C:4]1[CH:9]=[CH:8][C:7]([OH:10])=[CH:6][CH:5]=1)(=[O:3])[CH3:2].[N+:11]([O-])([OH:13])=[O:12]>S(=O)(=O)(O)O>[N+:11]([C:6]1[CH:5]=[C:4]([C:1](=[O:3])[CH3:2])[CH:9]=[CH:8][C:7]=1[OH:10])([O-:13])=[O:12]. The reactants are CC1=CC=C(N1CCOC1=CC=C(C=C1)C[C@@H](C(=O)OCC)OCC)C1=C(C=CC=C1)C ((S)-Ethyl 3-{4-[2-(5-methyl-2-(2-methylphenyl)pyrrol-1-yl)ethoxy]phenyl}-2-ethoxypropanoate), [OH-].[Na+] (sodium hydroxide). Run in CO (methanol). Run at time 10 hour. The product is CC=1N(C(=CC1)C)CCOC1=CC=C(C=C1)C[C@@H](C(=O)O)OCC ((S)-3-{4-[2-(2,5-Dimethylpyrrol-1-yl)ethoxy]phenyl}-2-ethoxypropanoic acid). Isolated yield 114.3%. As a reaction SMILES: [CH3:1][C:2]1[N:6]([CH2:7][CH2:8][O:9][C:10]2[CH:15]=[CH:14][C:13]([CH2:16][C@H:17]([O:23][CH2:24][CH3:25])[C:18]([O:20]CC)=[O:19])=[CH:12][CH:11]=2)[C:5]([C:26]2C=CC=CC=2C)=[CH:4][CH:3]=1.[OH-].[Na+]>CO>[CH3:26][C:5]1[N:6]([CH2:7][CH2:8][O:9][C:10]2[CH:11]=[CH:12][C:13]([CH2:16][C@H:17]([O:23][CH2:24][CH3:25])[C:18]([OH:20])=[O:19])=[CH:14][CH:15]=2)[C:2]([CH3:1])=[CH:3][CH:4]=1 |f:1.2|. Reported procedure: A mixture of substituted ester (prepared in example 2) (1.38 g), sodium hydroxide (3.0%, 15 mL) in methanol (20 mL) was stirred at 20° C. to 25° C. for 10 h. Methanol was evaporated under reduced pressure. The residue was diluted with water (20 mL) and was acidified with dilute hydrochloric acid. The product was extracted with ethyl acetate (3×20 mL) and washed with water (2×80 mL), brine (80 mL) and was dried over sodium sulfate to obtain an oily product (1.2 g, 94%). The crude product (3 g) wa... Starting materials: ice water, ClC=1OC(=C(N1)C1=CC=C(C=C1)C(F)(F)F)CCC(=O)OC (methyl 2-chloro-4-(4-trifluoromethylphenyl)-5-oxazolepropionate), CC=1NC=CN1 (2-methylimidazole), C([O-])([O-])=O.[K+].[K+] (potassium carbonate). The solvent is CN1C(CCC1)=O (N-methylpyrrolidone). Conditions: temperature 110 celsius, time 2 hour. The product is CC=1N(C=CN1)C=1OC(=C(N1)C1=CC=C(C=C1)C(F)(F)F)CCC(=O)OC (methyl 2-(2-methyl-1-imidazolyl)-4-(4-trifluoromethylphenyl)-5-oxazolepropionate). Reaction SMILES: Cl[C:2]1[O:3][C:4]([CH2:17][CH2:18][C:19]([O:21][CH3:22])=[O:20])=[C:5]([C:7]2[CH:12]=[CH:11][C:10]([C:13]([F:16])([F:15])[F:14])=[CH:9][CH:8]=2)[N:6]=1.[CH3:23][C:24]1[NH:25][CH:26]=[CH:27][N:28]=1.C(=O)([O-])[O-].[K+].[K+]>CN1CCCC1=O>[CH3:23][C:24]1[N:25]([C:2]2[O:3][C:4]([CH2:17][CH2:18][C:19]([O:21][CH3:22])=[O:20])=[C:5]([C:7]3[CH:12]=[CH:11][C:10]([C:13]([F:16])([F:15])[F:14])=[CH:9][CH:8]=3)[N:6]=2)[CH:26]=[CH:27][N:28]=1 |f:2.3.4|. Reported procedure: A mixture of methyl 2-chloro-4-(4-trifluoromethylphenyl)-5-oxazolepropionate (1.33 g), 2-methylimidazole (1.33 g), potassium carbonate (2.00 g), and N-methylpyrrolidone (10 ml) was stirred at 110° C. for 2 hours. The reaction mixture was poured into ice water (100 ml). The precipitated crystals were filtered, washed with water and air-dried to give crystals of methyl 2-(2-methyl-1-imidazolyl)-4-(4-trifluoromethylphenyl)-5-oxazolepropionate. Recrystallization from ethyl acetate-hexane gave pale y... Reactants: NC=1SC=C(N1)C(C(=O)NC1[C@@H]2N(C(=C(CS2)C=C)C(=O)O)C1=O)=NOCC(=O)OC (7-[2-(2-aminothiazol-4-yl)-2-methoxycarbonylmethoxyiminoacetamido]-3-vinyl-3-cephem-4-carboxylic acid), C([O-])(O)=O.[Na+] (sodium bicarbonate), C(C)(=O)O (acetic acid). Solvent: O (water). Reaction conditions: time 7 hour. Product: NC=1SC=C(N1)C(C(=O)NC1[C@@H]2N(C(=C(CS2)C=C)C(=O)O)C1=O)=NOCC(=O)O (7-[2-(2-aminothiazol-4-yl)-2-carboxymethoxyiminoacetamido]-3-vinyl-3-cephem-4-carboxylic acid). The yield is 46.4%. RXN SMILES: [NH2:1][C:2]1[S:3][CH:4]=[C:5]([C:7](=[N:25][O:26][CH2:27][C:28]([O:30]C)=[O:29])[C:8]([NH:10][CH:11]2[C:23](=[O:24])[N:13]3[C:14]([C:20]([OH:22])=[O:21])=[C:15]([CH:18]=[CH2:19])[CH2:16][S:17][C@H:12]23)=[O:9])[N:6]=1.C(=O)(O)[O-].[Na+].C(O)(=O)C>O>[NH2:1][C:2]1[S:3][CH:4]=[C:5]([C:7](=[N:25][O:26][CH2:27][C:28]([OH:30])=[O:29])[C:8]([NH:10][CH:11]2[C:23](=[O:24])[N:13]3[C:14]([C:20]([OH:22])=[O:21])=[C:15]([CH:18]=[CH2:19])[CH2:16][S:17][C@H:12]23)=[O:9])[N:6]=1 |f:1.2|. Procedure: A mixture of 7-[2-(2-aminothiazol-4-yl)-2-methoxycarbonylmethoxyiminoacetamido]-3-vinyl-3-cephem-4-carboxylic acid (syn isomer) (2.0 g) and sodium bicarbonate (1.8 g) in water (40 ml) was stirred at 40° to 45° C. for 7 hours. The reaction mixture was adjusted to pH 5.0 with acetic acid. This solution was subjected to column chromatography on macroporous nonionic adsorption resin "Diaion HP-20" (20 ml) and eluted with water. The eluate was acidified to pH 2.2 with 10% hydrochloric acid under ice-...